From a dataset of the Open Reaction Database (ORD), a public repository of structured organic reaction records. describe an organic reaction: reactants, conditions, products, and yield The reactants are FC(C=1C=C(C=C(C1)C(F)(F)F)C(=O)N1C[C@H]([C@H](CC1)N1CCNCC1)C1=CC=CC=C1)(F)F (rac-cis-(3,5-bis-trifluoromethyl-phenyl)-(3-phenyl-4-piperazin-1-yl-piperidin-1-yl)-methanone), BrCC1CC1 (bromomethyl cyclopropane). Yields the product FC(C=1C=C(C=C(C1)C(F)(F)F)C(=O)N1C[C@H]([C@H](CC1)N1CCN(CC1)CC1CC1)C1=CC=CC=C1)(F)F (Rac-cis-(3,5-Bis-trifluoromethyl-phenyl)-[4-(4-cyclopropylmethyl-piperazin-1-yl)-3-phenyl-piperidin-1-yl]-methanone). RXN SMILES: [F:1][C:2]([F:34])([F:33])[C:3]1[CH:4]=[C:5]([C:13]([N:15]2[CH2:20][CH2:19][C@H:18]([N:21]3[CH2:26][CH2:25][NH:24][CH2:23][CH2:22]3)[C@H:17]([C:27]3[CH:32]=[CH:31][CH:30]=[CH:29][CH:28]=3)[CH2:16]2)=[O:14])[CH:6]=[C:7]([C:9]([F:12])([F:11])[F:10])[CH:8]=1.Br[CH2:36][CH:37]1[CH2:39][CH2:38]1>>[F:34][C:2]([F:33])([F:1])[C:3]1[CH:4]=[C:5]([C:13]([N:15]2[CH2:20][CH2:19][C@H:18]([N:21]3[CH2:26][CH2:25][N:24]([CH2:36][CH:37]4[CH2:39][CH2:38]4)[CH2:23][CH2:22]3)[C@H:17]([C:27]3[CH:32]=[CH:31][CH:30]=[CH:29][CH:28]=3)[CH2:16]2)=[O:14])[CH:6]=[C:7]([C:9]([F:10])([F:11])[F:12])[CH:8]=1. Procedure details: The title compound, MS: m/e=540.3 (M+H+), was prepared in accordance with the general method of example 35 from rac-cis-(3,5-bis-trifluoromethyl-phenyl)-(3-phenyl-4-piperazin-1-yl-piperidin-1-yl)-methanone and bromomethyl cyclopropane. The reactants are CN1C(NC=2N=CN(C2C1=O)CC1=CC=CC=C1)=O (1-methyl-7-(phenylmethyl)purine-2,6-dione), O=P(Cl)(Cl)Cl (POCl3). Product: ClC=1N(C(C=2N(C=NC2N1)CC1=CC=CC=C1)=O)C (2-Chloro-1-methyl-7-(phenylmethyl)purin-6-one). Reaction SMILES: [CH3:1][N:2]1[C:10](=[O:11])[C:9]2[N:8]([CH2:12][C:13]3[CH:18]=[CH:17][CH:16]=[CH:15][CH:14]=3)[CH:7]=[N:6][C:5]=2[NH:4][C:3]1=O.O=P(Cl)(Cl)[Cl:22]>>[Cl:22][C:3]1[N:2]([CH3:1])[C:10](=[O:11])[C:9]2[N:8]([CH2:12][C:13]3[CH:18]=[CH:17][CH:16]=[CH:15][CH:14]=3)[CH:7]=[N:6][C:5]=2[N:4]=1. Procedure: Heat 1-methyl-7-(phenylmethyl)purine-2,6-dione (8.0 g=31 mmol)in POCl3 (80 ml) at reflux 7 hr. Concentrate in vacuo, partition EtOAc-ice water, wash with water, dry and concentrate. Chromatograph on silica with 98:2 CH2Cl2 /MeOH to obtain the title compound as a foam, FAB MS: M+1=275. The reactants are ClCCl, C#CCN(C)CCO, COc1cc2c(Cl)ncnc2cc1O, CCOC(=O)N=NC(=O)OCC, c1ccc(P(c2ccccc2)c2ccccc2)cc1. Product: C#CCN(C)CCOc1cc2ncnc(Cl)c2cc1OC. Reaction SMILES: [CH2:54]([Cl:55])[Cl:56].[CH3:46][N:47]([CH2:48][C:49]#[CH:50])[CH2:51][CH2:52][OH:53].[Cl:13][c:14]1[n:15][cH:16][n:17][c:18]2[cH:19][c:20]([OH:26])[c:21]([O:24][CH3:25])[cH:22][c:23]12.[O:1]=[C:2]([O:3][CH2:4][CH3:5])[N:6]=[N:7][C:8]([O:9][CH2:10][CH3:11])=[O:12].[c:27]1([P:28]([c:29]2[cH:30][cH:31][cH:32][cH:33][cH:34]2)[c:35]2[cH:36][cH:37][cH:38][cH:39][cH:40]2)[cH:41][cH:42][cH:43][cH:44][cH:45]1>>[Cl:13][c:14]1[n:15][cH:16][n:17][c:18]2[cH:19][c:20]([O:26][CH2:52][CH2:51][N:47]([CH3:46])[CH2:48][C:49]#[CH:50])[c:21]([O:24][CH3:25])[cH:22][c:23]12. Reactants: [BH4-], O=C([O-])O, Cc1ccc(S(=O)(=O)n2cc(C=O)nc2-c2ccccc2)cc1, C[NH3+], CCO, [Cl-], [Na+], [Na+]. The product is Cc1ccc(S(=O)(=O)n2cc(CN(C)C)nc2-c2ccccc2)cc1. Reaction SMILES: [BH4-:27].[C:29](=[O:30])([O-:31])[OH:32].[CH3:1][c:2]1[cH:3][cH:4][c:5]([S:8](=[O:9])(=[O:10])[n:11]2[c:12](-[c:18]3[cH:19][cH:20][cH:21][cH:22][cH:23]3)[n:13][c:14]([CH:16]=[O:17])[cH:15]2)[cH:6][cH:7]1.[CH3:25][NH3+:26].[CH3:34][CH2:35][OH:36].[Cl-:24].[Na+:28].[Na+:33]>>[CH3:1][c:2]1[cH:3][cH:4][c:5]([S:8](=[O:9])(=[O:10])[n:11]2[c:12](-[c:18]3[cH:19][cH:20][cH:21][cH:22][cH:23]3)[n:13][c:14]([CH2:16][N:26]([CH3:25])[CH3:29])[cH:15]2)[cH:6][cH:7]1. Product: [Si](C)(C)(C(C)(C)C)O[C@@H]1C=2C(=C(C(=NC2CC(C1)(C)C)C1CCOCC1)C(=O)OCC)C=1CCOCC1 ((S)-ethyl 5-(tert-butyldimethylsilyloxy)-4-(3,6-dihydro-2H-pyran-4-yl)-7,7-dimethyl-2-(tetrahydro-2H-pyran-4-yl)-5,6,7,8-tetrahydroquinoline-3-carboxylate). Starting materials: [F-].[Cs+] (caesium fluoride), [Si](C)(C)(C(C)(C)C)O[C@@H]1C=2C(=C(C(=NC2CC(C1)(C)C)C1CCOCC1)C(=O)OCC)I ((S)-ethyl 5-(tert-butyldimethylsilyloxy)-4-iodo-7,7-dimethyl-2-(tetrahydro-2H-pyran-4-yl)-5,6,7,8-tetrahydroquinoline-3-carboxylate), C([O-])([O-])=O.[Cs+].[Cs+] (caesium carbonate), O1CCC(=CC1)B1OC(C(O1)(C)C)(C)C (2-(3,6-dihydro-2H-pyran-4-yl)-4,4,5,5-tetramethyl-1,3,2-dioxaborolane), solution. The solvent is O1CCCC1.C1(=CC=CC=C1)C (tetrahydrofurane toluene), O (water). Reaction SMILES: [Si:1]([O:8][C@H:9]1[CH2:18][C:17]([CH3:20])([CH3:19])[CH2:16][C:15]2[N:14]=[C:13]([CH:21]3[CH2:26][CH2:25][O:24][CH2:23][CH2:22]3)[C:12]([C:27]([O:29][CH2:30][CH3:31])=[O:28])=[C:11](I)[C:10]1=2)([C:4]([CH3:7])([CH3:6])[CH3:5])([CH3:3])[CH3:2].[O:33]1[CH2:38][CH:37]=[C:36](B2OC(C)(C)C(C)(C)O2)[CH2:35][CH2:34]1.C(=O)([O-])[O-].[Cs+].[Cs+].[F-].[Cs+]>O.O1CCCC1.C1(C)C=CC=CC=1>[Si:1]([O:8][C@H:9]1[CH2:18][C:17]([CH3:20])([CH3:19])[CH2:16][C:15]2[N:14]=[C:13]([CH:21]3[CH2:26][CH2:25][O:24][CH2:23][CH2:22]3)[C:12]([C:27]([O:29][CH2:30][CH3:31])=[O:28])=[C:11]([C:36]3[CH2:37][CH2:38][O:33][CH2:34][CH:35]=3)[C:10]1=2)([C:4]([CH3:7])([CH3:6])[CH3:5])([CH3:3])[CH3:2] |f:2.3.4,5.6,8.9|. Procedure: Obtained by starting from (S)-ethyl 5-(tert-butyldimethylsilyloxy)-4-iodo-7,7-dimethyl-2-(tetrahydro-2H-pyran-4-yl)-5,6,7,8-tetrahydroquinoline-3-carboxylate and 2-(3,6-dihydro-2H-pyran-4-yl)-4,4,5,5-tetramethyl-1,3,2-dioxaborolane. A 2 M solution of caesium carbonate in water is used instead caesium fluoride. The reaction is run in tetrahydrofurane/toluene 4:1.